From a dataset of the Open Reaction Database (ORD), a public repository of structured organic reaction records. describe an organic reaction: reactants, conditions, products, and yield The reactants are OCC1=CC=C(C=C1)O (4-(hydroxymethyl)phenol), C(=O)([O-])[O-].[K+].[K+] (K2CO3), CN(C(=O)Cl)C (N,N-dimethylcarbamoyl chloride). Run in CC(=O)C (acetone). Yields the product CN(C(OC1=CC=C(C=C1)CO)=O)C (4-(hydroxymethyl)phenyl dimethylcarbamate). Yield: 91.0%. RXN SMILES: [OH:1][CH2:2][C:3]1[CH:8]=[CH:7][C:6]([OH:9])=[CH:5][CH:4]=1.C([O-])([O-])=O.[K+].[K+].[CH3:16][N:17]([CH3:21])[C:18](Cl)=[O:19]>CC(C)=O>[CH3:16][N:17]([CH3:21])[C:18](=[O:19])[O:9][C:6]1[CH:7]=[CH:8][C:3]([CH2:2][OH:1])=[CH:4][CH:5]=1 |f:1.2.3|. Reported procedure: To a solution of 5 g (40.3 mmol) of 4-(hydroxymethyl)phenol in 500 mL of acetone was added finely powdered K2CO3 (27.83 g, 0.2 mol) and 3.71 mL (40.3 mmol) of N,N-dimethylcarbamoyl chloride. This mixture was heated under reflux overnight and then filtered. After evaporation of the solvent, a purification by column chromatography on silica gel with cyclohexane/iPrOH (9/1) and as eluent gave 7.16 g (yield: 91%) of compound of molecular formula C10H13NO3. Aspect: white powder. Starting materials: Clc1ccc(C(=CCBr)c2ccc(Cl)cc2)cc1, [Li]CCCC, O, OCCO. Yields the product OCCOCC=C(c1ccc(Cl)cc1)c1ccc(Cl)cc1. Reaction SMILES: [Br:10][CH2:11][CH:12]=[C:13]([c:14]1[cH:15][cH:16][c:17]([Cl:20])[cH:18][cH:19]1)[c:21]1[cH:22][cH:23][c:24]([Cl:27])[cH:25][cH:26]1.[CH2:1]([Li:2])[CH2:3][CH2:4][CH3:5].[OH2:28].[OH:6][CH2:7][CH2:8][OH:9]>>[O:6]([CH2:7][CH2:8][OH:9])[CH2:11][CH:12]=[C:13]([c:14]1[cH:15][cH:16][c:17]([Cl:20])[cH:18][cH:19]1)[c:21]1[cH:22][cH:23][c:24]([Cl:27])[cH:25][cH:26]1. Starting materials: C([O-])(O)=O.[Na+] (sodium bicarbonate), OC1=C2C(=NC=C1C(=O)OCC)SC=C2C (ethyl 4-hydroxy-3-methylthieno[2,3-b]pyridine-5-carboxylate), [Cl-].C=[N+]1CCOCC1 (4-methylenemorpholin-4-ium chloride), O (water). Solvent: C(C)#N (acetonitrile). Conditions: temperature 60 celsius. The product is OC1=C2C(=NC=C1C(=O)OCC)SC(=C2C)CN2CCOCC2 (Ethyl 4-Hydroxy-3-methyl-2-(morpholin-4-ylmethyl)thieno[2,3-b]pyridine-5-carboxylate). Isolated yield 96.6%. RXN SMILES: [OH:1][C:2]1[C:7]([C:8]([O:10][CH2:11][CH3:12])=[O:9])=[CH:6][N:5]=[C:4]2[S:13][CH:14]=[C:15]([CH3:16])[C:3]=12.[Cl-].[CH2:18]=[N+:19]1[CH2:24][CH2:23][O:22][CH2:21][CH2:20]1.O.C(=O)(O)[O-].[Na+]>C(#N)C>[OH:1][C:2]1[C:7]([C:8]([O:10][CH2:11][CH3:12])=[O:9])=[CH:6][N:5]=[C:4]2[S:13][C:14]([CH2:18][N:19]3[CH2:24][CH2:23][O:22][CH2:21][CH2:20]3)=[C:15]([CH3:16])[C:3]=12 |f:1.2,4.5|. Reported procedure: A suspension of ethyl 4-hydroxy-3-methylthieno[2,3-b]pyridine-5-carboxylate (Preparation 26, 0.92 g) and 4-methylenemorpholin-4-ium chloride (1.57 g) in acetonitrile (40 mL) is heated to 60° C. for 4 h. The resulting suspension is allowed to cool to room temperature, poured into water, and adjusted to neutral pH with saturated aq. sodium bicarbonate. The solution is extracted with CH2Cl2 (3×100 mL). The combined organic layers are washed with brine (25 mL), dried (Na2SO4), and concentrated to af... Reactants: C1COCCO1, C1CCOC1, CCOC(C)=O, OCc1cccc(Cl)c1, Cl, [H-], Nc1ncc(Br)nc1Br, [Na+]. Yields the product Nc1ncc(Br)nc1OCc1cccc(Cl)c1. RXN SMILES: [CH2:22]1[O:23][CH2:24][CH2:25][O:26][CH2:27]1.[CH2:28]1[O:29][CH2:30][CH2:31][CH2:32]1.[CH3:33][CH2:34][O:35][C:36]([CH3:37])=[O:38].[Cl:1][c:2]1[cH:3][c:4]([CH2:5][OH:6])[cH:7][cH:8][cH:9]1.[ClH:21].[H-:11].[NH2:12][c:13]1[n:14][cH:15][c:16]([Br:20])[n:17][c:18]1[Br:19].[Na+:10]>>[Cl:1][c:2]1[cH:3][c:4]([CH2:5][O:6][c:18]2[c:13]([NH2:12])[n:14][cH:15][c:16]([Br:20])[n:17]2)[cH:7][cH:8][cH:9]1. Reactants: Fc1cc(-c2ccncc2)ccc1Br, CC(C)(C)P(c1ccccc1-c1ccccc1)C(C)(C)C, CC(=O)[O-], CC(=O)[O-], C1COCCO1, CC(C)(C)[O-], Cl, CCOC(=O)C1CCCNC1, [Na+], [Pd+2]. The product is CCOC(=O)C1CCCN(c2ccc(-c3ccncc3)cc2F)C1. RXN SMILES: [Br:1][c:2]1[c:3]([F:14])[cH:4][c:5](-[c:8]2[cH:9][cH:10][n:11][cH:12][cH:13]2)[cH:6][cH:7]1.[C:33]([P:34]([C:35]([CH3:36])([CH3:37])[CH3:38])[c:39]1[cH:40][cH:41][cH:42][cH:43][c:44]1-[c:45]1[cH:46][cH:47][cH:48][cH:49][cH:50]1)([CH3:51])([CH3:52])[CH3:53].[C:60]([O-:61])(=[O:62])[CH3:63].[C:65]([O-:66])(=[O:67])[CH3:68].[CH2:54]1[O:55][CH2:56][CH2:57][O:58][CH2:59]1.[CH3:27][C:28]([CH3:29])([O-:30])[CH3:31].[ClH:15].[NH:16]1[CH2:17][CH:18]([C:22](=[O:23])[O:24][CH2:25][CH3:26])[CH2:19][CH2:20][CH2:21]1.[Na+:32].[Pd+2:64]>>[c:2]1([N:16]2[CH2:17][CH:18]([C:22](=[O:23])[O:24][CH2:25][CH3:26])[CH2:19][CH2:20][CH2:21]2)[c:3]([F:14])[cH:4][c:5](-[c:8]2[cH:9][cH:10][n:11][cH:12][cH:13]2)[cH:6][cH:7]1. Reaction SMILES: [CH2:1]1[CH2:2][CH2:3][NH:4][CH2:5][CH2:6]1.[Cl:7][CH2:8][CH2:9][CH2:10][CH2:11][CH2:12][C:13]#[N:14]>>[CH2:1]1[CH2:2][CH2:3][N:4]([CH2:8][CH2:9][CH2:10][CH2:11][CH2:12][C:13]#[N:14])[CH2:5][CH2:6]1. Product: N#CCCCCCN1CCCCC1. Starting materials: C1CCNCC1, N#CCCCCCCl. Starting materials: CC=1CC(=C(C1C)C)C (2,3,4,5-tetramethylcyclopenta-2,4-diene), C(CCC)[Li] (n-butyl lithium), Cl[Si]1(CCCCC1)Cl (dichlorosilacyclohexane). Solvent: O1CCCC1 (tetrahydrofuran). Product: Cl[Si]1(CCCCC1)C1C(=C(C(=C1C)C)C)C (chloro-2,3,4,5-tetramethylcyclopentadienyl silacyclohexane). The yield is 91.7%. RXN SMILES: [CH3:1][C:2]1[CH2:3][C:4]([CH3:9])=[C:5]([CH3:8])[C:6]=1[CH3:7].C([Li])CCC.[Cl:15][Si:16]1(Cl)[CH2:21][CH2:20][CH2:19][CH2:18][CH2:17]1>O1CCCC1>[Cl:15][Si:16]1([CH:3]2[C:2]([CH3:1])=[C:6]([CH3:7])[C:5]([CH3:8])=[C:4]2[CH3:9])[CH2:21][CH2:20][CH2:19][CH2:18][CH2:17]1. Procedure: Into a flask containing 100 ml of tetrahydrofuran, 2,3,4,5-tetramethylcyclopenta-2,4-diene (3.67 g, 30 mmol) was added, and then n-butyl lithium (12 ml) was added in droplets thereto at 0° C. The reaction temperature was gradually increased to room temperature, and the reaction mixture was allowed to react for 8 hours. The temperature of the reaction solution was decreased to −78° C., after which the reaction solution was added with dichlorosilacyclohexane (5.07 g, 30 mmol) and then allowed to r... Starting materials: [NH4+].[Cl-] (NH4Cl), COC(CC1CCN2C1=CC=1C(=CC(=CC21)O)S(=O)(=O)C)=O (Methyl[6-hydroxy-8-(methylsulfonyl)-2,3-dihydro-1H-pyrrolo[1,2-a]-indol-1-yl]acetate), C(C1=CC=CC=C1)Br (benzyl bromide), C(=O)([O-])[O-].[Cs+].[Cs+] (Cs2CO3). The solvent is O (H2O), CN(C)C=O (DMF). Run at time 1 hour. Product: COC(CC1CCN2C1=CC=1C(=CC(=CC21)OCC2=CC=CC=C2)S(=O)(=O)C)=O (Methyl[6-(benzyloxy)-8-(methylsulfonyl)-2,3-dihydro-1H-pyrrolo[1,2-a]indol-1-yl]acetate). Isolated yield 94.3%. Reaction SMILES: [CH3:1][O:2][C:3](=[O:22])[CH2:4][CH:5]1[C:9]2=[CH:10][C:11]3[C:12]([S:18]([CH3:21])(=[O:20])=[O:19])=[CH:13][C:14]([OH:17])=[CH:15][C:16]=3[N:8]2[CH2:7][CH2:6]1.[CH2:23](Br)[C:24]1[CH:29]=[CH:28][CH:27]=[CH:26][CH:25]=1.C([O-])([O-])=O.[Cs+].[Cs+].[NH4+].[Cl-]>CN(C=O)C.O>[CH3:1][O:2][C:3](=[O:22])[CH2:4][CH:5]1[C:9]2=[CH:10][C:11]3[C:12]([S:18]([CH3:21])(=[O:20])=[O:19])=[CH:13][C:14]([O:17][CH2:23][C:24]4[CH:29]=[CH:28][CH:27]=[CH:26][CH:25]=4)=[CH:15][C:16]=3[N:8]2[CH2:7][CH2:6]1 |f:2.3.4,5.6|. Reported procedure: To a solution of the alcohol from Step 2 (0.19 g, 0.59 mmol) and benzyl bromide (0.10 mL, 0.88 mmol) in DMF (4 mL) at 0° C. was added Cs2CO3 (0.29 g, 0.88 mmol). The mixture was stirred at RT for 1 hour, and then saturated NH4Cl solution and H2O were added. The product was extracted with 1:1 EtOAc:Et2O and the organic layer was washed with H2O and brine. After drying (MgSO4), filtering, and removal of solvent, the crude product was purified by flash chromatography (1:2 EtOAc:hexane) to give a ta... Starting materials: C(C)OC(=O)C1=NOC(=N1)C1CN2CCC1CC2 (3-ethoxycarbonyl-5-(quinuclidin-3-yl)-1,2,4-oxadiazole), C(C1=CC=CC=C1)N1CCC(CC1)CCN (1-benzyl-4-(2-aminoethyl)piperidine). Conditions: temperature 100 celsius. The product is N12CC(C(CC1)CC2)C2=NC(=NO2)C(NCCC2CCN(CC2)CC2=CC=CC=C2)=O (5-(quinuclidin-3-yl)-3-[{2-(1-benzylpiperidin-4-yl)ethyl}carbamoyl]-1,2,4-oxadiazole). Reaction SMILES: C(O[C:4]([C:6]1[N:10]=[C:9]([CH:11]2[CH:16]3[CH2:17][CH2:18][N:13]([CH2:14][CH2:15]3)[CH2:12]2)[O:8][N:7]=1)=[O:5])C.[CH2:19]([N:26]1[CH2:31][CH2:30][CH:29]([CH2:32][CH2:33][NH2:34])[CH2:28][CH2:27]1)[C:20]1[CH:25]=[CH:24][CH:23]=[CH:22][CH:21]=1>>[N:13]12[CH2:14][CH2:15][CH:16]([CH2:17][CH2:18]1)[CH:11]([C:9]1[O:8][N:7]=[C:6]([C:4](=[O:5])[NH:34][CH2:33][CH2:32][CH:29]3[CH2:28][CH2:27][N:26]([CH2:19][C:20]4[CH:21]=[CH:22][CH:23]=[CH:24][CH:25]=4)[CH2:31][CH2:30]3)[N:10]=1)[CH2:12]2. Reported procedure: A mixture of 3-ethoxycarbonyl-5-(quinuclidin-3-yl)-1,2,4-oxadiazole (0.2 g) and 1-benzyl-4-(2-aminoethyl)piperidine (0.26 g) was stirred and heated at 100° C. for 2 hours. The cooled mixture was chromatographed on alumina eluting with chloroform to give 5-(quinuclidin-3-yl)-3-[{2-(1-benzylpiperidin-4-yl)ethyl}carbamoyl]-1,2,4-oxadiazole as an oil. The compound was treated with an ethanol solution of hydrogen chloride, the solution was evaporated in vacuo and the residue was powdered with ether t...